This data is from the Open Reaction Database (ORD), a public repository of structured organic reaction records. The task is: describe an organic reaction: reactants, conditions, products, and yield Reactants: crude mixture, C(C)(C)N1CCNCC1 (isopropylpiperazine), COC=1C=C2CCNC2=CC1[N+](=O)[O-] (5-(methyloxy)-6-nitro-2,3-dihydro-1H-indole), C(C)(C)N(CC)C(C)C (diisopropyl ethylamine), C(C=C)(=O)Cl (acryloyl chloride). Run in C(C)O (ethanol), ClCCl (dichloromethane). Conditions: time 8 hour. The product is CC(C)N1CCN(CC1)CCC(=O)N1CCC2=CC(=C(C=C12)[N+](=O)[O-])OC (1-{3-[4-(1-methylethyl)-1-piperazinyl]propanoyl}-5-(methyloxy)-6-nitro-2,3-dihydro-1H-indole). The yield is 32.0%. Reaction SMILES: [CH3:1][O:2][C:3]1[CH:4]=[C:5]2[C:9](=[CH:10][C:11]=1[N+:12]([O-:14])=[O:13])[NH:8][CH2:7][CH2:6]2.C(N(C(C)C)CC)(C)C.[C:24](Cl)(=[O:27])[CH:25]=[CH2:26].[CH:29]([N:32]1[CH2:37][CH2:36][NH:35][CH2:34][CH2:33]1)([CH3:31])[CH3:30]>ClCCl.C(O)C>[CH3:30][CH:29]([N:32]1[CH2:37][CH2:36][N:35]([CH2:26][CH2:25][C:24]([N:8]2[C:9]3[C:5](=[CH:4][C:3]([O:2][CH3:1])=[C:11]([N+:12]([O-:14])=[O:13])[CH:10]=3)[CH2:6][CH2:7]2)=[O:27])[CH2:34][CH2:33]1)[CH3:31]. Reported procedure: To a solution of 5-(methyloxy)-6-nitro-2,3-dihydro-1H-indole (1.0 g, 5.15 mmol) and polymer-bound diisopropyl ethylamine (4.20 g, 15.46 mmol) in dichloromethane (200 mL) was added acryloyl chloride (0.51 g, 5.67 mmol) via a dropwise addition. After stirring overnight at rt, the solids were removed by vacuum filtration and washed with dichloromethane. The filtrate was concentrated under reduced pressure and maintained under vacuum for several hours. A portion of this crude mixture (0.52 g, 2.1 mm... Reactants: COC(=O)C(N)Cc1ccc(O)cc1, ClCCl, O=C(O)CCc1ccc(O)cc1. Yields the product COC(=O)C(Cc1ccc(O)cc1)NC(=O)CCc1ccc(O)cc1. As a reaction SMILES: [CH3:13][O:14][C:15]([CH:16]([CH2:17][c:18]1[cH:19][cH:20][c:21]([OH:24])[cH:22][cH:23]1)[NH2:25])=[O:26].[Cl:27][CH2:28][Cl:29].[OH:1][c:2]1[cH:3][cH:4][c:5]([CH2:8][CH2:9][C:10](=[O:11])[OH:12])[cH:6][cH:7]1>>[OH:1][c:2]1[cH:3][cH:4][c:5]([CH2:8][CH2:9][C:10](=[O:11])[NH:25][CH:16]([C:15]([O:14][CH3:13])=[O:26])[CH2:17][c:18]2[cH:19][cH:20][c:21]([OH:24])[cH:22][cH:23]2)[cH:6][cH:7]1. Starting materials: CCN(C(C)C)C(C)C, CC1COCCN1, CC#N, CCS(=O)c1cc(=O)c2cc(C(=O)OC)cc(C(C)Nc3cc(F)cc(F)c3)c2o1. Product: COC(=O)c1cc(C(C)Nc2cc(F)cc(F)c2)c2oc(N3CCOCC3C)cc(=O)c2c1. As a reaction SMILES: [CH2:38]([N:39]([CH:40]([CH3:41])[CH3:42])[CH:43]([CH3:44])[CH3:45])[CH3:46].[CH3:1][CH:2]1[CH2:3][O:4][CH2:5][CH2:6][NH:7]1.[CH3:47][C:48]#[N:49].[F:8][c:9]1[cH:10][c:11]([NH:16][CH:17]([CH3:18])[c:19]2[cH:20][c:21]([C:34](=[O:35])[O:36][CH3:37])[cH:22][c:23]3[c:24](=[O:33])[cH:25][c:26]([S:29]([CH2:30][CH3:31])=[O:32])[o:27][c:28]23)[cH:12][c:13]([F:15])[cH:14]1>>[CH3:1][CH:2]1[CH2:3][O:4][CH2:5][CH2:6][N:7]1[c:26]1[cH:25][c:24](=[O:33])[c:23]2[cH:22][c:21]([C:34](=[O:35])[O:36][CH3:37])[cH:20][c:19]([CH:17]([NH:16][c:11]3[cH:10][c:9]([F:8])[cH:14][c:13]([F:15])[cH:12]3)[CH3:18])[c:28]2[o:27]1. Reactants: CC1CC2(CCC1N)OCCO2, O=CCCC(=O)N1CCOC1=O. The product is CC1CC2(CCC1N1CCCC1=O)OCCO2. Reaction SMILES: [CH3:1][CH:2]1[CH2:3][C:4]2([O:5][CH2:6][CH2:7][O:8]2)[CH2:9][CH2:10][CH:11]1[NH2:12].[O:13]=[C:14]([CH2:15][CH2:16][CH:17]=[O:24])[N:18]1[CH2:19][CH2:20][O:21][C:22]1=[O:23]>>[CH3:1][CH:2]1[CH2:3][C:4]2([O:5][CH2:6][CH2:7][O:8]2)[CH2:9][CH2:10][CH:11]1[N:12]1[C:14](=[O:13])[CH2:15][CH2:16][CH2:17]1.